From a dataset of the Open Reaction Database (ORD), a public repository of structured organic reaction records. describe an organic reaction: reactants, conditions, products, and yield Starting materials: C(C(C)C)(=O)NCC(=O)C=1OC=CC1 (N-isobutyryl-(2-furylcarbonyl)methylamine), [H-].[Na+] (sodium hydride), BrCC(=O)OCC (ethyl bromoacetate). Yields the product C(C(C)C)(=O)NC(CC(=O)OCC)C(=O)C=1OC=CC1 (ethyl 3-isobutyrylamino-3-(2-furylcarbonyl)propionate). The yield is 64.1%. RXN SMILES: [C:1]([NH:6][CH2:7][C:8]([C:10]1[O:11][CH:12]=[CH:13][CH:14]=1)=[O:9])(=[O:5])[CH:2]([CH3:4])[CH3:3].[H-].[Na+].Br[CH2:18][C:19]([O:21][CH2:22][CH3:23])=[O:20]>>[C:1]([NH:6][CH:7]([C:8]([C:10]1[O:11][CH:12]=[CH:13][CH:14]=1)=[O:9])[CH2:18][C:19]([O:21][CH2:22][CH3:23])=[O:20])(=[O:5])[CH:2]([CH3:4])[CH3:3] |f:1.2|. Procedure: 13.0 g of N-isobutyryl-(2-furylcarbonyl)methylamine, 3.1 g of 61% sodium hydride and 12.2 g of ethyl bromoacetate are treated in the same manner as described in Preparation 1-(2). 12.0 g of ethyl 3-isobutyrylamino-3-(2-furylcarbonyl)propionate are thereby obtained. Yield: 64.2% Starting materials: CN1C(=NC=C1C)N1CCC(CC1)C1=CC=C(C=C1)[N+](=O)[O-] (1-(1,5-Dimethylimidazol-2-yl)-4-(4-nitrophenyl)piperidine). The solvent is CO (methanol). Product: NC1=CC=C(C=C1)C1CCN(CC1)C=1N(C(=CN1)C)C (4-(4-Aminophenyl)-1-(1,5-dimethylimidazol-2-yl)piperidine). Reaction SMILES: [CH3:1][N:2]1[C:6]([CH3:7])=[CH:5][N:4]=[C:3]1[N:8]1[CH2:13][CH2:12][CH:11]([C:14]2[CH:19]=[CH:18][C:17]([N+:20]([O-])=O)=[CH:16][CH:15]=2)[CH2:10][CH2:9]1>CO>[NH2:20][C:17]1[CH:18]=[CH:19][C:14]([CH:11]2[CH2:10][CH2:9][N:8]([C:3]3[N:2]([CH3:1])[C:6]([CH3:7])=[CH:5][N:4]=3)[CH2:13][CH2:12]2)=[CH:15][CH:16]=1. Reported procedure: Hydrogenation of the product from part (i) above (0.60 g) in methanol (50 ml) according to the method of Example 1(ii) gave the title compound, (0.53 g), m.p. 219°-220° (with decomp). Reactants: O=C(CC(=O)OCC)C1=C(C(=C(C(=C1)F)F)F)F (ethyl 3-oxo-3-(2,3,4,5-tetrafluorophenyl)propionate), CC(=O)OC(=O)C (Ac2O), C(OCC)(OCC)OCC (triethyl orthoformate), crude product, NC1(CC1)C(C)O ((1-amino-cyclopropyl)-ethanol). The solvent is C1(=CC=CC=C1)C (toluene). Reaction conditions: time 5 hour. The product is OCCC1(CC1)NC=C(C(=O)OCC)C(C1=C(C(=C(C(=C1)F)F)F)F)=O (ethyl 3-[1-(2-hydroxyethyl)cyclopropylamino]-2-(2,3,4,5,-tetrafluorobenzoyl)acrylate). The yield is 68.1%. As a reaction SMILES: [O:1]=[C:2]([C:9]1[CH:14]=[C:13]([F:15])[C:12]([F:16])=[C:11]([F:17])[C:10]=1[F:18])[CH2:3][C:4]([O:6][CH2:7][CH3:8])=[O:5].CC(O[C:23]([CH3:25])=[O:24])=O.[CH:26](OCC)(OCC)OCC.[NH2:36][C:37]1(C(O)C)[CH2:39][CH2:38]1>C1(C)C=CC=CC=1>[OH:24][CH2:23][CH2:25][C:37]1([NH:36][CH:26]=[C:3]([C:2](=[O:1])[C:9]2[CH:14]=[C:13]([F:15])[C:12]([F:16])=[C:11]([F:17])[C:10]=2[F:18])[C:4]([O:6][CH2:7][CH3:8])=[O:5])[CH2:39][CH2:38]1. Procedure details: A solution of ethyl 3-oxo-3-(2,3,4,5-tetrafluorophenyl)propionate (3.09 g, 11.7 mmol), Ac2O (6.7 mL, 70.9 mmol) and triethyl orthoformate (3.90 mL, 23.5 mmol) was heated at 120° C. for 3 hours. The mixture was concentrated in vacuo and dried under high vacuum. The crude product was dissolved in anhydrous tolene (40 mL) and (1-amino-cyclopropyl)-ethanol (1.82 g, 11.7 mmol) was added very slowly at 0° C. The ration mixture was stirred at room temperature for 5 hours and diluted with toluene. The o... The reactants are solid, Cl.Cl.O1C=C(C=C2C1=CC=C2)C2N(CCCC2)CC[C@@H]2CC[C@H](CC2)N (trans-4-[2-(4-benzofuran-3-yl-piperidin-1-yl)-ethyl]-cyclohexylamine dihydrochloride), Cl.Cl.O1C=C(C=C2C1=CC=C2)C2N(CCCC2)CC[C@@H]2CC[C@H](CC2)N (trans-4-[2-(4-benzofuran-3-yl-piperidin-1-yl)-ethyl]-cyclohexylamine dihydrochloride), FC(CC(=O)O)(F)F (3,3,3-trifluoro-propionic acid). The product is O1C=C(C=C2C1=CC=C2)C2N(CCCC2)CC[C@@H]2CC[C@H](CC2)NC(CC(F)(F)F)=O (trans-N-{4-[2-(4-Benzofuran-3-yl-piperidin-1-yl)-ethyl]-cyclohexyl}-3,3,3-trifluoro-propionamide). RXN SMILES: Cl.Cl.[O:3]1[C:8]2=[CH:9][CH:10]=[CH:11][C:7]2=[CH:6][C:5]([CH:12]2[CH2:17][CH2:16][CH2:15][CH2:14][N:13]2[CH2:18][CH2:19][C@H:20]2[CH2:25][CH2:24][C@H:23]([NH2:26])[CH2:22][CH2:21]2)=[CH:4]1.[F:27][C:28]([F:34])([F:33])[CH2:29][C:30](O)=[O:31]>>[O:3]1[C:8]2=[CH:9][CH:10]=[CH:11][C:7]2=[CH:6][C:5]([CH:12]2[CH2:17][CH2:16][CH2:15][CH2:14][N:13]2[CH2:18][CH2:19][C@H:20]2[CH2:21][CH2:22][C@H:23]([NH:26][C:30](=[O:31])[CH2:29][C:28]([F:34])([F:33])[F:27])[CH2:24][CH2:25]2)=[CH:4]1 |f:0.1.2|. Procedure: The title compound, off-white solid (84 mg, 77%), MS (ISP) m/z=437.3 [(M+H)+], mp 182° C., was prepared in accordance with the general method of example 1 from trans-4-[2-(4-benzofuran-3-yl-piperidin-1-yl)-ethyl]-cyclohexylamine dihydrochloride (intermediate A) (100 mg, 0.25 mmol) and 3,3,3-trifluoro-propionic acid. Starting materials: NC(CC1=C(CCC2=NC(=NC=C2C(F)(F)F)NC=2C=C3CCN(CC3=CC2)C(=O)OC(C)(C)C)C=CC=C1)=O (tert-Butyl 6-((4-(2-(2-amino-2-oxoethyl)phenethyl)-5-(trifluoromethyl)pyrimidin-2-yl)amino)-3,4-dihydroisoquinoline-2(1H)-carboxylate), C(=O)(C(F)(F)F)O (TFA). The solvent is C(Cl)Cl (DCM). Yields the product C1NCCC2=CC(=CC=C12)NC1=NC=C(C(=N1)CCC1=C(C=CC=C1)CC(=O)N)C(F)(F)F (2-(2-(2-(2-((1,2,3,4-Tetrahydroisoquinolin-6-yl)amino)-5-(trifluoromethyl)pyrimidin-4-yl)ethyl)phenyl)acetamide). The yield is 73.1%. Reaction SMILES: [NH2:1][C:2](=[O:40])[CH2:3][C:4]1[CH:39]=[CH:38][CH:37]=[CH:36][C:5]=1[CH2:6][CH2:7][C:8]1[C:13]([C:14]([F:17])([F:16])[F:15])=[CH:12][N:11]=[C:10]([NH:18][C:19]2[CH:20]=[C:21]3[C:26](=[CH:27][CH:28]=2)[CH2:25][N:24](C(OC(C)(C)C)=O)[CH2:23][CH2:22]3)[N:9]=1.C(O)(C(F)(F)F)=O>C(Cl)Cl>[CH2:25]1[C:26]2[C:21](=[CH:20][C:19]([NH:18][C:10]3[N:9]=[C:8]([CH2:7][CH2:6][C:5]4[CH:36]=[CH:37][CH:38]=[CH:39][C:4]=4[CH2:3][C:2]([NH2:1])=[O:40])[C:13]([C:14]([F:16])([F:17])[F:15])=[CH:12][N:11]=3)=[CH:28][CH:27]=2)[CH2:22][CH2:23][NH:24]1. Procedure details: tert-Butyl 6-((4-(2-(2-amino-2-oxoethyl)phenethyl)-5-(trifluoromethyl)pyrimidin-2-yl)amino)-3,4-dihydroisoquinoline-2(1H)-carboxylate (I82) (136 mg, 0.245 mmol), DCM (10 mL) and TFA (1 mL) were stirred together at room temperature. After three hours the solution was concentrated and the residue treated with 1M sodium hydroxide (25 mL). The resulting suspension was extracted with ethyl acetate (3×50 mL) and the combined organic extracts washed with brine (100 mL), dried and evaporated to give the... Starting materials: CO, COC(=O)COC1(c2ccccc2OC)C(=O)Nc2ccc(Cl)cc21, [Na+], [OH-]. The product is COc1ccccc1C1(OCC(=O)O)C(=O)Nc2ccc(Cl)cc21. RXN SMILES: [CH3:28][OH:29].[Cl:1][c:2]1[cH:3][c:4]2[c:8]([cH:9][cH:10]1)[NH:7][C:6](=[O:11])[C:5]2([c:12]1[c:13]([O:18][CH3:19])[cH:14][cH:15][cH:16][cH:17]1)[O:20][CH2:21][C:22](=[O:23])[O:24][CH3:25].[Na+:27].[OH-:26]>>[Cl:1][c:2]1[cH:3][c:4]2[c:8]([cH:9][cH:10]1)[NH:7][C:6](=[O:11])[C:5]2([c:12]1[c:13]([O:18][CH3:19])[cH:14][cH:15][cH:16][cH:17]1)[O:20][CH2:21][C:22](=[O:23])[OH:24].